This data is from the Open Reaction Database (ORD), a public repository of structured organic reaction records. The task is: describe an organic reaction: reactants, conditions, products, and yield Reactants: FC1=C(C=C(C=C1)[N+](=O)[O-])C=1OC2=C(N1)C=C(C=C2)C2=CC=CC=C2 (2-(2-fluoro-5-nitrophenyl)-5-phenylbenzoxazole). The solvent is C(C)(C)O (isopropanol). Yields the product [N+](=O)([O-])C=1C=CC(=C(C1)C=1OC2=C(N1)C=C(C=C2)C2=CC=CC=C2)OC(C)C (2-(5-Nitro-2-isopropoxyphenyl)-5-phenylbenzoxazole). As a reaction SMILES: F[C:2]1[CH:7]=[CH:6][C:5]([N+:8]([O-:10])=[O:9])=[CH:4][C:3]=1[C:11]1[O:12][C:13]2[CH:19]=[CH:18][C:17]([C:20]3[CH:25]=[CH:24][CH:23]=[CH:22][CH:21]=3)=[CH:16][C:14]=2[N:15]=1>C(O)(C)C>[N+:8]([C:5]1[CH:6]=[CH:7][C:2]([O:12][CH:13]([CH3:19])[CH3:14])=[C:3]([C:11]2[O:12][C:13]3[CH:19]=[CH:18][C:17]([C:20]4[CH:25]=[CH:24][CH:23]=[CH:22][CH:21]=4)=[CH:16][C:14]=3[N:15]=2)[CH:4]=1)([O-:10])=[O:9]. Reported procedure: Prepared by the method of Example 44a), from 2-(2-fluoro-5-nitrophenyl)-5-phenylbenzoxazole (200 mg, 0.6 mmol) and isopropanol (2 ml) the subtitle compound was obtained (204 mg, 84%). 1H NMR (DMSO) δ 8.85(d, 1H), 8.44(dd, 1H), 8.12(d, 1H), 7.90(d, 1H), 7.76(m, 3H), 7.54(m, 3H), 7.40(t, 1H), 4.35(m, 1H), 1.45(d, 6H). The reactants are COc1ccc(N)cc1, CCO, Clc1ccc2c(Cl)ncnc2c1. Product: COc1ccc(Nc2ncnc3cc(Cl)ccc23)cc1. As a reaction SMILES: [CH3:13][O:14][c:15]1[cH:16][cH:17][c:18]([NH2:21])[cH:19][cH:20]1.[CH3:22][CH2:23][OH:24].[Cl:1][c:2]1[n:3][cH:4][n:5][c:6]2[cH:7][c:8]([Cl:12])[cH:9][cH:10][c:11]12>>[c:2]1([NH:21][c:18]2[cH:17][cH:16][c:15]([O:14][CH3:13])[cH:20][cH:19]2)[n:3][cH:4][n:5][c:6]2[cH:7][c:8]([Cl:12])[cH:9][cH:10][c:11]12.